This data is from the Open Reaction Database (ORD), a public repository of structured organic reaction records. The task is: describe an organic reaction: reactants, conditions, products, and yield Product: CNC(C1=CC(=C(C=C1)C)C)=O (N-methyl-3,4-dimethylbenzamide). Reactants: CN (methylamine), CC=1C=C(C(=O)Cl)C=CC1C (3,4-dimethylbenzoyl chloride). Reaction SMILES: [CH3:1][NH2:2].[CH3:3][C:4]1[CH:5]=[C:6]([CH:10]=[CH:11][C:12]=1[CH3:13])[C:7](Cl)=[O:8]>O1CCCC1>[CH3:1][NH:2][C:7](=[O:8])[C:6]1[CH:10]=[CH:11][C:12]([CH3:13])=[C:4]([CH3:3])[CH:5]=1. Conditions: time 1 hour. Reported procedure: 108 ml of a 40% strength aqueous solution of methylamine were dissolved in 300 ml of tetrahydrofuran. 53 g of 3,4-dimethylbenzoyl chloride were added dropwise to this solution with ice cooling. The reaction mixture was subsequently stirred at room temperature for 1 hour. Then the reaction mixture was concentrated to half its volume under reduced pressure, saturated sodium chloride solution was added, and the mixture was acidified with concentrated hydrochloric acid. The product which then precip... The solvent is O1CCCC1 (tetrahydrofuran). The reactants are C(CC(C)C)(=O)N[C@@H](C(C)C)C(=O)N[C@@H](C(C)C)C(=O)N([C@@H](CO)C(=O)C(C(=O)O)C(C(CC(C)C)N)O)C(CCC(CC(C)C)N)=O (isovaleryl-L-valyl-L-valyl-4-amino-3-hydroxy-6-methylheptanoyl-L-alanyl-4-amino-3-hydroxy-6-methylheptanoic acid), P(=O)([O-])([O-])[O-] (phosphate). Conditions: time 20 hour. Yields the product N[C@@H](C(C)C)C(=O)N([C@@H](CO)C(=O)C(C(=O)O)C(C(CC(C)C)N)O)C(CCC(CC(C)C)N)=O (L-valyl-4-amino-3-hydroxy-6-methylheptanoyl-L-alanyl-4-amino-3-hydroxy-6-methylheptanoic acid). The yield is 84.3%. RXN SMILES: C(N[C@H](C([NH:14][C@H:15]([C:19]([N:21]([C:39](=[O:48])[CH2:40][CH2:41][CH:42]([NH2:47])[CH2:43][CH:44]([CH3:46])[CH3:45])[C@H:22]([C:25]([CH:27]([CH:31]([OH:38])[CH:32]([NH2:37])[CH2:33][CH:34]([CH3:36])[CH3:35])[C:28]([OH:30])=[O:29])=[O:26])[CH2:23][OH:24])=[O:20])[CH:16]([CH3:18])[CH3:17])=O)C(C)C)(=O)CC(C)C.P([O-])([O-])([O-])=O>>[NH2:14][C@H:15]([C:19]([N:21]([C:39](=[O:48])[CH2:40][CH2:41][CH:42]([NH2:47])[CH2:43][CH:44]([CH3:46])[CH3:45])[C@H:22]([C:25]([CH:27]([CH:31]([OH:38])[CH:32]([NH2:37])[CH2:33][CH:34]([CH3:35])[CH3:36])[C:28]([OH:30])=[O:29])=[O:26])[CH2:23][OH:24])=[O:20])[CH:16]([CH3:18])[CH3:17]. Reported procedure: A reaction mixture containing 100 mg of isovaleryl-L-valyl-L-valyl-4-amino-3-hydroxy-6-methylheptanoyl-L-alanyl-4-amino-3-hydroxy-6-methylheptanoic acid, 250 units of purified enzyme prepared by the procedure described in Experiment 17 and 0.05M phosphate buffer, pH 7.2, in a total volume of 100 ml was incubated at 37° C for 20 hours. By a procedure similar to that described in Example 1, 61.8 mg of crystalline Val--X--Ala--X was obtained. The reactants are C(C)(C)(C)OC(CN(CC1=CC=CO1)C(C(CSC(C)=O)C)=O)=O (N-(3-acetylthio-2-methylpropanoyl)-N-furfurylglycine tert-butyl ester). Run in C1(=CC=CC=C1)OC (anisole), FC(C(=O)O)(F)F (trifluoroacetic acid). Run at time 2 hour. The product is C(C)(=O)SCC(C(=O)N(CC(=O)O)CC1=CC=CO1)C (N-(3-Acetylthio-2-methylpropanoyl)-N-furfurylglycine). Isolated yield 45.1%. RXN SMILES: C([O:5][C:6](=[O:24])[CH2:7][N:8]([C:15](=[O:23])[CH:16]([CH3:22])[CH2:17][S:18][C:19](=[O:21])[CH3:20])[CH2:9][C:10]1[O:14][CH:13]=[CH:12][CH:11]=1)(C)(C)C>C1(OC)C=CC=CC=1.FC(F)(F)C(O)=O>[C:19]([S:18][CH2:17][CH:16]([CH3:22])[C:15]([N:8]([CH2:9][C:10]1[O:14][CH:13]=[CH:12][CH:11]=1)[CH2:7][C:6]([OH:24])=[O:5])=[O:23])(=[O:21])[CH3:20]. Procedure details: Crude N-(3-acetylthio-2-methylpropanoyl)-N-furfurylglycine tert-butyl ester (14.6 g, 0.0407 mol) was dissolved in a mixture of anisole (20 ml) and trifluoroacetic acid (65 ml). The resulting solution was stirred at room temperature for two hours. The solvent was evaporated in vacuo and the residue was distributed between ethyl acetate and saturated aqueous sodium bicarbonate. The aqueous bicarbonate extract was washed twice with ethyl acetate and then acidifed cautiously with concentrated hydroc...